Dataset: the Open Reaction Database (ORD), a public repository of structured organic reaction records. Task: describe an organic reaction: reactants, conditions, products, and yield The reactants are COC(=O)[C@H]1N(C[C@]2(C3(CCC3)C2(C)C)C1)C([C@H](C(C)(C)C)NC([C@@H](NC(=O)[C@H]1N(CCCC1)C(C)C)C1CCCCC1)=O)=O ((5R,8S)-7-((S)-2-{(S)-2-Cyclohexyl-2-[((S)-1-isopropyl-piperidine-2-carbonyl)-amino]-acetylamino}-3,3-dimethyl-butyryl)-10,10-dimethyl-7-aza-dispiro[3.0.4.1]decane-8-carboxylic acid methyl ester), LiOH monohydrate. Run in C1CCOC1.CO.O (THF Methanol water). Run at time 8 hour. The product is C1(CCCCC1)[C@@H](C(=O)N[C@H](C(=O)N1C[C@]2(C3(CCC3)C2(C)C)C[C@H]1C(=O)O)C(C)(C)C)NC(=O)[C@H]1N(CCCC1)C(C)C ((5R,8S)-7-((S)-2-{(S)-2-Cyclohexyl-2-[((S)-1-isopropyl-piperidine-2-carbonyl)-amino]-acetylamino}-3,3-dimethyl-butyryl)-10,10-dimethyl-7-aza-dispiro[3.0.4.1]decane-8-carboxylic acid). As a reaction SMILES: C[O:2][C:3]([C@@H:5]1[CH2:16][C@:8]2([C:13]([CH3:15])([CH3:14])[C:9]32[CH2:12][CH2:11][CH2:10]3)[CH2:7][N:6]1[C:17](=[O:45])[C@@H:18]([NH:23][C:24](=[O:44])[C@H:25]([CH:38]1[CH2:43][CH2:42][CH2:41][CH2:40][CH2:39]1)[NH:26][C:27]([C@@H:29]1[CH2:34][CH2:33][CH2:32][CH2:31][N:30]1[CH:35]([CH3:37])[CH3:36])=[O:28])[C:19]([CH3:22])([CH3:21])[CH3:20])=[O:4]>C1COCC1.CO.O>[CH:38]1([C@H:25]([NH:26][C:27]([C@@H:29]2[CH2:34][CH2:33][CH2:32][CH2:31][N:30]2[CH:35]([CH3:37])[CH3:36])=[O:28])[C:24]([NH:23][C@@H:18]([C:19]([CH3:20])([CH3:21])[CH3:22])[C:17]([N:6]2[C@H:5]([C:3]([OH:4])=[O:2])[CH2:16][C@:8]3([C:13]([CH3:14])([CH3:15])[C:9]43[CH2:12][CH2:11][CH2:10]4)[CH2:7]2)=[O:45])=[O:44])[CH2:39][CH2:40][CH2:41][CH2:42][CH2:43]1 |f:1.2.3|. Procedure details: To a solution of (5R,8S)-7-((S)-2-{(S)-2-Cyclohexyl-2-[((S)-1-isopropyl-piperidine-2-carbonyl)-amino]-acetylamino}-3,3-dimethyl-butyryl)-10,10-dimethyl-7-aza-dispiro[3.0.4.1]decane-8-carboxylic acid methyl ester (0.69 g; 1.10 mmol) in THF/Methanol/water (2:1:1; 20 mL) was added LiOH monohydrate (0.138 g; 3.3 mmol) and the reaction was stirred overnight at room temperature. The solvent was removed in vacuo, water was added, the product was frozen in liquid nitrogen and lyophilized overnight to yi... Starting materials: O=S1(N(CCC1)C1=CC(=C(C(=O)O)C=C1)OC)=O (4-(1,1-dioxo-1λ6-isothiazolidin-2-yl)-2-methoxybenzoic acid), CC=1C(=NC(=C(C1)C)C)N1CCNCC1 (1-(3,5,6-trimethylpyridin-2-yl)piperazine). The product is O=S1(N(CCC1)C1=CC(=C(C=C1)C(=O)N1CCN(CC1)C1=NC(=C(C=C1C)C)C)OC)=O ([4-(1,1-dioxo-1λ6-isothiazolidin-2-yl)-2-methoxyphenyl][4-(3,5,6-trimethylpyridin-2-yl)piperazin-1-yl]methanone). Yield: 60.0%. As a reaction SMILES: [O:1]=[S:2]1(=[O:18])[CH2:6][CH2:5][CH2:4][N:3]1[C:7]1[CH:15]=[CH:14][C:10]([C:11]([OH:13])=O)=[C:9]([O:16][CH3:17])[CH:8]=1.[CH3:19][C:20]1[C:21]([N:28]2[CH2:33][CH2:32][NH:31][CH2:30][CH2:29]2)=[N:22][C:23]([CH3:27])=[C:24]([CH3:26])[CH:25]=1>>[O:18]=[S:2]1(=[O:1])[CH2:6][CH2:5][CH2:4][N:3]1[C:7]1[CH:15]=[CH:14][C:10]([C:11]([N:31]2[CH2:32][CH2:33][N:28]([C:21]3[C:20]([CH3:19])=[CH:25][C:24]([CH3:26])=[C:23]([CH3:27])[N:22]=3)[CH2:29][CH2:30]2)=[O:13])=[C:9]([O:16][CH3:17])[CH:8]=1. Reported procedure: Using 4-(1,1-dioxo-1λ6-isothiazolidin-2-yl)-2-methoxybenzoic acid (136 mg) described in Preparation Example 19 and 1-(3,5,6-trimethylpyridin-2-yl)piperazine (103 mg) described in Preparation Example 92 and by the reaction and treatment in the same manner as in Example 87, the title compound (138 mg) was obtained. Reactants: [BH3-]C#N, COc1cc(C=O)cc(OC)c1OC, CO, CCOC(C)=O, CC(=O)O, NCCNc1nc(Cl)nc2c1ncn2C1CCCC1, [Na+]. Reaction SMILES: [C:36]([BH3-:37])#[N:38].[CH3:20][O:21][c:22]1[cH:23][c:24]([CH:25]=[O:26])[cH:27][c:28]([O:32][CH3:33])[c:29]1[O:30][CH3:31].[CH3:34][OH:35].[CH3:40][CH2:41][O:42][C:43]([CH3:44])=[O:45].[CH3:46][C:47](=[O:48])[OH:49].[NH2:1][CH2:2][CH2:3][NH:4][c:5]1[c:6]2[n:7][cH:8][n:9]([CH:15]3[CH2:16][CH2:17][CH2:18][CH2:19]3)[c:10]2[n:11][c:12]([Cl:14])[n:13]1.[Na+:39]>>[NH:1]([CH2:2][CH2:3][NH:4][c:5]1[c:6]2[n:7][cH:8][n:9]([CH:15]3[CH2:16][CH2:17][CH2:18][CH2:19]3)[c:10]2[n:11][c:12]([Cl:14])[n:13]1)[CH2:25][c:24]1[cH:23][c:22]([O:21][CH3:20])[c:29]([O:30][CH3:31])[c:28]([O:32][CH3:33])[cH:27]1. Product: COc1cc(CNCCNc2nc(Cl)nc3c2ncn3C2CCCC2)cc(OC)c1OC. Reactants: CC(=O)O[BH-](OC(C)=O)OC(C)=O, COC(=O)CCN, CC(=O)O, CC(Cl)Cl, Cl, [Na+], O=C1CCN(C(=O)OCc2ccccc2)CC1. Product: COC(=O)CCNC1CCN(C(=O)OCc2ccccc2)CC1. RXN SMILES: [C:30]([O:31][BH-:32]([O:33][C:34](=[O:35])[CH3:36])[O:37][C:38](=[O:39])[CH3:40])(=[O:41])[CH3:42].[CH3:19][O:20][C:21]([CH2:22][CH2:23][NH2:24])=[O:25].[CH3:26][C:27](=[O:28])[OH:29].[Cl:44][CH:45]([Cl:46])[CH3:47].[ClH:18].[Na+:43].[O:1]=[C:2]1[CH2:3][CH2:4][N:5]([C:8](=[O:9])[O:10][CH2:11][c:12]2[cH:13][cH:14][cH:15][cH:16][cH:17]2)[CH2:6][CH2:7]1>>[CH:2]1([NH:24][CH2:23][CH2:22][C:21]([O:20][CH3:19])=[O:25])[CH2:3][CH2:4][N:5]([C:8](=[O:9])[O:10][CH2:11][c:12]2[cH:13][cH:14][cH:15][cH:16][cH:17]2)[CH2:6][CH2:7]1. The reactants are [H][H] (hydrogen), COC=1C=C2CCN(C2=CC1OC)C1=CC=C(C=C1)[N+](=O)[O-] (5,6-Dimethoxy-1-(4-nitrophenyl)-indoline), Cl (hydrochloric acid). The reagents and catalysts are [Pd] (Pd). Run in C(C)O.O (ethanol water). Product: Cl.COC=1C=C2CCN(C2=CC1OC)C1=CC=C(C=C1)N (4-(5,6-dimethoxyindolinyl)-phenylamine hydrochloride). The yield is 84.9%. As a reaction SMILES: [CH3:1][O:2][C:3]1[CH:4]=[C:5]2[C:9](=[CH:10][C:11]=1[O:12][CH3:13])[N:8]([C:14]1[CH:19]=[CH:18][C:17]([N+:20]([O-])=O)=[CH:16][CH:15]=1)[CH2:7][CH2:6]2.[H][H].[ClH:25]>C(O)C.O.[Pd]>[ClH:25].[CH3:1][O:2][C:3]1[CH:4]=[C:5]2[C:9](=[CH:10][C:11]=1[O:12][CH3:13])[N:8]([C:14]1[CH:19]=[CH:18][C:17]([NH2:20])=[CH:16][CH:15]=1)[CH2:7][CH2:6]2 |f:3.4,6.7|. Procedure details: 5,6-Dimethoxy-1-(4-nitrophenyl)-indoline was hyrogenated overnight with Pd (5%) on carbon in ethanol/water (8:2) in a shaking “duck”. When the uptake of hydrogen had come to an end, 10% hydrochloric acid was added, the catalyst was filtered off and the remainder was concentrated to dryness. The residue was dried in vacuo at 45° C. The product 4-(5,6-dimethoxyindolinyl)-phenylamine hydrochloride was obtained in a yield of 84.9% (melting point: 143-145° C.). The reactants are CS(=O)(=O)CCBr, O=C([O-])[O-], O=C([O-])O, CC#N, CO, [Cl-], Fc1ccc(-c2nccnc2N2CCN(Cc3cn[nH]c3)CC2)cc1, [K+], [K+], [NH4+], [Na+]. The product is Cl, CS(=O)(=O)CCn1cc(CN2CCN(c3nccnc3-c3ccc(F)cc3)CC2)cn1. Reaction SMILES: [Br:26][CH2:27][CH2:28][S:29](=[O:30])(=[O:31])[CH3:32].[C:33](=[O:34])([O-:35])[O-:36].[C:44](=[O:45])([OH:46])[O-:47].[CH3:41][C:42]#[N:43].[CH3:49][OH:50].[Cl-:39].[F:1][c:2]1[cH:3][cH:4][c:5](-[c:8]2[c:9]([N:14]3[CH2:15][CH2:16][N:17]([CH2:20][c:21]4[cH:22][n:23][nH:24][cH:25]4)[CH2:18][CH2:19]3)[n:10][cH:11][cH:12][n:13]2)[cH:6][cH:7]1.[K+:37].[K+:38].[NH4+:40].[Na+:48]>>[ClH:39].[F:1][c:2]1[cH:3][cH:4][c:5](-[c:8]2[c:9]([N:14]3[CH2:15][CH2:16][N:17]([CH2:20][c:21]4[cH:22][n:23]([CH2:27][CH2:28][S:29](=[O:30])(=[O:31])[CH3:32])[n:24][cH:25]4)[CH2:18][CH2:19]3)[n:10][cH:11][cH:12][n:13]2)[cH:6][cH:7]1. The reactants are FC1=CC=C(N)C=C1 (4-fluoroaniline), CN(CCCN=C=NCC)C (1-[3-(dimethylamino)propyl]-3-ethylcarbodiimide), ON1N=NC2=C1N=CC=C2 (1-hydroxy-7-azabenzotriazole), CC1=CC=C(O1)CC(=O)O (5-Methyl-2-furanacetic acid). Solvent: CC#N.CN(C)C=O (CH3CN DMF), CCOC(=O)C (EtOAc). Run at time 3 hour. The product is FC1=CC=C(C=C1)NC(CC=1OC(=CC1)C)=O (N-(4-Fluorophenyl)-5-methyl-2-furanacetamide). Isolated yield 94.9%. As a reaction SMILES: [CH3:1][C:2]1[O:6][C:5]([CH2:7][C:8]([OH:10])=O)=[CH:4][CH:3]=1.CN(C)CCCN=C=NCC.ON1C2N=CC=CC=2N=N1.[F:32][C:33]1[CH:39]=[CH:38][C:36]([NH2:37])=[CH:35][CH:34]=1>CC#N.CN(C=O)C.CCOC(C)=O>[F:32][C:33]1[CH:39]=[CH:38][C:36]([NH:37][C:8](=[O:10])[CH2:7][C:5]2[O:6][C:2]([CH3:1])=[CH:3][CH:4]=2)=[CH:35][CH:34]=1 |f:4.5|. Reported procedure: 5-Methyl-2-furanacetic acid (1.00 g, 7.14 mmol, synthesized as described WO 9507893, Example 19) was dissolved in CH3CN/DMF (4:1, 25 mL), 1-[3-(dimethylamino)propyl]-3-ethylcarbodiimide (1,37 g, 7.14 mmol) and 1-hydroxy-7-azabenzotriazole (0.972 g, 7.14 mmol) were then added followed by 4-fluoroaniline (0.676 mL, 7.14 mmol). After 3 h, the reaction was diluted with EtOAc (150 mL) and washed with 1 N HCl (1×30 mL), sat. aq. NaHCO3 (1×30 mL), brine (1×40 mL) and dried over sodium sulfate. Compound...